Dataset: the Open Reaction Database (ORD), a public repository of structured organic reaction records. Task: describe an organic reaction: reactants, conditions, products, and yield The reactants are C1(=CC=CC=C1)P(=O)(C1=CC=CC=C1)OC=1[C@@H]([C@@H]2N(C1C(=O)OCC1=CC=C(C=C1)[N+](=O)[O-])C([C@@H]2[C@@H](C)O)=O)C (p-nitrobenzyl (1R,5S,6S)-2-(diphenylphosphoryloxy)-6-[(R)-1-hydroxyethyl]-1-methylcarbapen-2-em-3-carboxylate), C(C)(C)N(CC)C(C)C (diisopropylethylamine), C(C)(=O)SC1CN(C1)C=1SC=C(N1)C(N[C@@H](CC)CO[Si](C)(C)C(C)(C)C)=O (3-acetylthio-1-{4-[(1S)-1-(t-butyidimethylsilyloxymethyl)-propylcarbamoyl]-1,3-thiazol-2-yl}azetidine), C(C)(=O)O.NN (hydrazine acetate), C(O)([O-])=O.[Na+] (sodium hydrogencarbonate). Run in C(C)#N (acetonitrile), CN(C=O)C (dimethylformamide), C(C)(=O)OCC (ethyl acetate). Conditions: time 1 hour. The product is [Si](C)(C)(C(C)(C)C)OC[C@H](CC)NC(=O)C=1N=C(SC1)N1CC(C1)SC=1[C@@H]([C@H]2N(C1C(=O)OCC1=CC=C(C=C1)[N+](=O)[O-])C([C@@H]2[C@@H](C)O)=O)C (p-nitrobenzyl (1R,5S,6S)-2-(1-{4-[(1S)-1-(t-butyidimethylsilyloxymethyl)-propylcarbamoyl]-1,3-thiazol-2-yl}azetidin-3-yl)thio-6-[(R)-1-hydroxyethyl]-1-methylcarbapen-2-em-3-carboxylate). Isolated yield 90.8%. Reaction SMILES: C([S:4][CH:5]1[CH2:8][N:7]([C:9]2[S:10][CH:11]=[C:12]([C:14](=[O:28])[NH:15][C@H:16]([CH2:19][O:20][Si:21]([C:24]([CH3:27])([CH3:26])[CH3:25])([CH3:23])[CH3:22])[CH2:17][CH3:18])[N:13]=2)[CH2:6]1)(=O)C.C(O)(=O)C.NN.C1(P(O[C:50]2[C@H:51]([CH3:74])[C@H:52]3[C@@H:69]([C@H:70]([OH:72])[CH3:71])[C:68](=[O:73])[N:53]3[C:54]=2[C:55]([O:57][CH2:58][C:59]2[CH:64]=[CH:63][C:62]([N+:65]([O-:67])=[O:66])=[CH:61][CH:60]=2)=[O:56])(C2C=CC=CC=2)=O)C=CC=CC=1.C(N(C(C)C)CC)(C)C.C(=O)([O-])O.[Na+]>CN(C)C=O.C(#N)C.C(OCC)(=O)C>[Si:21]([O:20][CH2:19][C@@H:16]([NH:15][C:14]([C:12]1[N:13]=[C:9]([N:7]2[CH2:8][CH:5]([S:4][C:50]3[C@H:51]([CH3:74])[C@@H:52]4[C@@H:69]([C@H:70]([OH:72])[CH3:71])[C:68](=[O:73])[N:53]4[C:54]=3[C:55]([O:57][CH2:58][C:59]3[CH:64]=[CH:63][C:62]([N+:65]([O-:67])=[O:66])=[CH:61][CH:60]=3)=[O:56])[CH2:6]2)[S:10][CH:11]=1)=[O:28])[CH2:17][CH3:18])([C:24]([CH3:25])([CH3:26])[CH3:27])([CH3:23])[CH3:22] |f:1.2,5.6|. Procedure: To a solution of 3-acetylthio-1-{4-[(1S)-1-(t-butyidimethylsilyloxymethyl)-propylcarbamoyl]-1,3-thiazol-2-yl}azetidine (610 mg, 1.37 mmol) (obtained as described in Reference Example 34) in dimethylformamide (30 ml) was added hydrazine acetate (152 mg, 1.65 mmol) at room temperature under an atmosphere of nitrogen and the mixture was stirred for 1 hour. After checking the completion of the reaction, a solution of p-nitrobenzyl (1R,5S,6S)-2-(diphenylphosphoryloxy)-6-[(R)-1-hydroxyethyl]-1-methylc... Reactants: [Cl-].[Na+] (sodium chloride), OC1CCC2=C(N(C=3C=CC=C1C23)C)C(=O)OCC (Ethyl 1,3,4,5-tetrahydro-5-hydroxy-1-methyl-benz[cd]indole-2-carboxylate), [H-].[Na+] (sodium hydride), CI (methyl iodide). The solvent is O1CCCC1 (tetrahydrofuran). Reaction conditions: time 20 minute. The product is COC1CCC2=C(N(C=3C=CC=C1C23)C)C(=O)OCC (ethyl 1,3,4,5-tetrahydro-5-methoxy-1-methyl-benz[cd]indole-2-carboxylate). The yield is 61.0%. As a reaction SMILES: [OH:1][CH:2]1[C:12]2[C:13]3[C:5](=[C:6]([C:15]([O:17][CH2:18][CH3:19])=[O:16])[N:7]([CH3:14])[C:8]=3[CH:9]=[CH:10][CH:11]=2)[CH2:4][CH2:3]1.[H-].[Na+].[CH3:22]I.[Cl-].[Na+]>O1CCCC1>[CH3:22][O:1][CH:2]1[C:12]2[C:13]3[C:5](=[C:6]([C:15]([O:17][CH2:18][CH3:19])=[O:16])[N:7]([CH3:14])[C:8]=3[CH:9]=[CH:10][CH:11]=2)[CH2:4][CH2:3]1 |f:1.2,4.5|. Procedure: Ethyl 1,3,4,5-tetrahydro-5-hydroxy-1-methyl-benz[cd]indole-2-carboxylate (0.25 g, 0.96 mmol) was added to a suspension of 60% sodium hydride (0.039 g, 0.96 mmol) in tetrahydrofuran (10 ml), followed by stirring at room temperature for 20 minutes. After the reaction mixture was cooled to 0°-5° C., methyl iodide (0.27 g, 1.93 mmol) was added thereto and the resulting mixture was stirred at 0°-5° C. for 1 hour and then at room temperature for 2.5 hours. The reaction mixture was poured into a 5% aqu... The reactants are C1(=CC=C(C=C1)C1=CC2=C(O1)C1=CC=CC=C1C=C2)C (2-(p-tolyl)-naphtho-[1,2-b]furan), C(C1=CC=CC=C1)=NC1=CC=CC=C1 (benzalaniline). The product is C1(=CC=C(C=C1)C1=CC2=C(O1)C1=CC=CC=C1C=C2)C=CC2=CC=CC=C2 (2-(4-stilbenyl)naphtho[1,2-b]furan). As a reaction SMILES: [C:1]1([CH3:20])[CH:6]=[CH:5][C:4]([C:7]2[O:11][C:10]3[C:12]4[C:17]([CH:18]=[CH:19][C:9]=3[CH:8]=2)=[CH:16][CH:15]=[CH:14][CH:13]=4)=[CH:3][CH:2]=1.[CH:21](=NC1C=CC=CC=1)[C:22]1[CH:27]=[CH:26][CH:25]=[CH:24][CH:23]=1>>[C:1]1([CH:20]=[CH:21][C:22]2[CH:27]=[CH:26][CH:25]=[CH:24][CH:23]=2)[CH:2]=[CH:3][C:4]([C:7]2[O:11][C:10]3[C:12]4[C:17]([CH:18]=[CH:19][C:9]=3[CH:8]=2)=[CH:16][CH:15]=[CH:14][CH:13]=4)=[CH:5][CH:6]=1. Procedure details: Following the procedure given in Example 1b the above-named 2-(p-tolyl)-naphtho-[1,2-b]furan was interacted with an equimolar quantity of benzalaniline to produce 2-(4-stilbenyl)naphtho[1,2-b]furan which, when crystallized from xylene and further purified by sublimation, melted at 228°-228.5° C. The wavelength of maximum excitation of this compound was 370 nm., and the wavelength of maximum emission was 426.